Dataset: the Open Reaction Database (ORD), a public repository of structured organic reaction records. Task: describe an organic reaction: reactants, conditions, products, and yield Reactants: [Al+3], COc1ccc2cc(C(=O)N(C)OC)oc2c1, [H-], [H-], [H-], [H-], [Li+], C1CCOC1. Product: COc1ccc2cc(C=O)oc2c1. RXN SMILES: [Al+3:19].[CH3:1][O:2][N:3]([C:4](=[O:5])[c:6]1[o:7][c:8]2[c:9]([cH:10]1)[cH:11][cH:12][c:13]([O:15][CH3:16])[cH:14]2)[CH3:17].[H-:18].[H-:21].[H-:22].[H-:23].[Li+:20].[O:24]1[CH2:25][CH2:26][CH2:27][CH2:28]1>>[CH:4](=[O:5])[c:6]1[o:7][c:8]2[c:9]([cH:10]1)[cH:11][cH:12][c:13]([O:15][CH3:16])[cH:14]2. Reactants: S1C(=CC=C1)C=1SC=CN1 (2-(thien-2-yl)thiazole), solution, C(CCC)[Li] (n-butyllithium), ICCI (1,2-diiodoethane). Run in hexanes, C(C)OCC (diethyl ether). The product is IC1=CN=C(S1)C=1SC=CC1 (5-iodo-2-(thien-2-yl)thiazole). Isolated yield 60.8%. RXN SMILES: [S:1]1[CH:5]=[CH:4][CH:3]=[C:2]1[C:6]1[S:7][CH:8]=[CH:9][N:10]=1.C([Li])CCC.[I:16]CCI>C(OCC)C>[I:16][C:8]1[S:7][C:6]([C:2]2[S:1][CH:5]=[CH:4][CH:3]=2)=[N:10][CH:9]=1. Reported procedure: In a manner similar to Step C of Example 1, the reaction of 3.8 grams of (0.023 mole) of 2-(thien-2-yl)thiazole with 10.0 ml of a 2.5M solution of n-butyllithium in hexanes and 6.5 grams (0.023 mole) of 1,2-diiodoethane in 60 ml of diethyl ether yielded 4.1 grams of 5-iodo-2-(thien-2-yl)thiazole as a solid, m.p. 117°-119° C.